This data is from the Open Reaction Database (ORD), a public repository of structured organic reaction records. The task is: describe an organic reaction: reactants, conditions, products, and yield Reaction SMILES: [CH2:18]1[O:19][CH2:20][CH2:21][CH2:22]1.[CH3:1][C:2]1([CH3:13])[C:3](=[O:12])[NH:4][c:5]2[cH:6][cH:7][cH:8][cH:9][c:10]2[NH:11]1.[H-:15].[I:16][CH3:17].[Na+:14]>>[CH3:1][C:2]1([CH3:13])[C:3](=[O:12])[N:4]([CH3:17])[c:5]2[cH:6][cH:7][cH:8][cH:9][c:10]2[NH:11]1. The product is CN1C(=O)C(C)(C)Nc2ccccc21. Reactants: C1CCOC1, CC1(C)Nc2ccccc2NC1=O, [H-], CI, [Na+].